From a dataset of the Open Reaction Database (ORD), a public repository of structured organic reaction records. describe an organic reaction: reactants, conditions, products, and yield Reactants: CC(C)(C)Sc1cccc(-c2nc(=O)c3ccccc3s2)n1, ClC(Cl)Cl, O=C(OO)c1cccc(Cl)c1. As a reaction SMILES: [C:1]([CH3:2])([CH3:3])([CH3:4])[S:5][c:6]1[cH:7][cH:8][cH:9][c:10](-[c:12]2[s:13][c:14]3[c:15]([c:16](=[O:18])[n:17]2)[cH:19][cH:20][cH:21][cH:22]3)[n:11]1.[CH:34]([Cl:35])([Cl:36])[Cl:37].[OH:23][O:24][C:25]([c:26]1[cH:27][c:28]([Cl:29])[cH:30][cH:31][cH:32]1)=[O:33]>>[C:1]([CH3:2])([CH3:3])([CH3:4])[S:5]([c:6]1[cH:7][cH:8][cH:9][c:10](-[c:12]2[s:13][c:14]3[c:15]([c:16](=[O:18])[n:17]2)[cH:19][cH:20][cH:21][cH:22]3)[n:11]1)=[O:23]. Yields the product CC(C)(C)S(=O)c1cccc(-c2nc(=O)c3ccccc3s2)n1. Run at time 12 hour. RXN SMILES: [Cl:1][C:2]1[CH:30]=[CH:29][C:5]([C:6]([N:8]([CH:15]([C:23]2[CH:28]=[CH:27][CH:26]=[CH:25][CH:24]=2)[CH2:16][C:17]2[CH:22]=[CH:21][CH:20]=[CH:19][CH:18]=2)[CH2:9][CH2:10][CH2:11][C:12](O)=[O:13])=[O:7])=[CH:4][CH:3]=1.[NH2:31][CH2:32][CH2:33][C:34]([O:36]CC)=[O:35].[OH-].[K+]>C(O)C>[Cl:1][C:2]1[CH:3]=[CH:4][C:5]([C:6]([N:8]([CH:15]([C:23]2[CH:24]=[CH:25][CH:26]=[CH:27][CH:28]=2)[CH2:16][C:17]2[CH:18]=[CH:19][CH:20]=[CH:21][CH:22]=2)[CH2:9][CH2:10][CH2:11][C:12]([NH:31][CH2:32][CH2:33][C:34]([OH:36])=[O:35])=[O:13])=[O:7])=[CH:29][CH:30]=1 |f:2.3|. Procedure: Analogously to Example 1, by using equivalent quantities, reacting N-(p-chlorobenzoyl)-4-[(1,2-diphenylethyl)amino]butyric acid and ethyl 3-aminopropionate and suitable processing, dissolving the evaporation residue in ethanol, adding an ethanolic solution of potassium hydroxide, stirring for 12 hours at room temperature and further processing yields N-[N-(p-chlorobenzoyl)-4-(1,2-diphenylethylamino)butyryl]-3-aminopropionic acid. Solvent: C(C)O (ethanol). Yields the product ClC1=CC=C(C(=O)N(CCCC(=O)NCCC(=O)O)C(CC2=CC=CC=C2)C2=CC=CC=C2)C=C1 (N-[N-(p-chlorobenzoyl)-4-(1,2-diphenylethylamino)butyryl]-3-aminopropionic acid). Starting materials: ClC1=CC=C(C(=O)N(CCCC(=O)O)C(CC2=CC=CC=C2)C2=CC=CC=C2)C=C1 (N-(p-chlorobenzoyl)-4-[(1,2-diphenylethyl)amino]butyric acid), NCCC(=O)OCC (ethyl 3-aminopropionate), [OH-].[K+] (potassium hydroxide). The reactants are C1(=CC=CC=C1)C(=NCC(=O)OCC)C1=CC=CC=C1 (ethyl N-(diphenylmethylene)glycinate), CC(C)([O-])C.[K+] (potassium tert-butoxide), aqueous solution, COC1=CC=C(C(=O)Cl)C=C1 (4-methoxybenzoyl chloride), Cl (hydrochloric acid). The solvent is O1CCCC1 (tetrahydrofuran), O1CCCC1 (tetrahydrofuran), O1CCCC1 (tetrahydrofuran). Run at temperature -70 celsius, time 30 minute. Product: Cl.NC(C(=O)OCC)C(=O)C1=CC=C(C=C1)OC (ethyl 2-amino-3-(4-methoxyphenyl)-3-oxopropanoate hydrochloride). The yield is 108.0%. As a reaction SMILES: C1(C(C2C=CC=CC=2)=[N:8][CH2:9][C:10]([O:12][CH2:13][CH3:14])=[O:11])C=CC=CC=1.CC(C)([O-])C.[K+].[CH3:27][O:28][C:29]1[CH:37]=[CH:36][C:32]([C:33]([Cl:35])=[O:34])=[CH:31][CH:30]=1.Cl>O1CCCC1>[ClH:35].[NH2:8][CH:9]([C:33]([C:32]1[CH:36]=[CH:37][C:29]([O:28][CH3:27])=[CH:30][CH:31]=1)=[O:34])[C:10]([O:12][CH2:13][CH3:14])=[O:11] |f:1.2,6.7|. Procedure details: 5 g (18.6 mmol) of ethyl N-(diphenylmethylene)glycinate in solution in 20 ml of tetrahydrofuran are added to a solution of 18.7 ml (18.6 mmol) of 1N potassium tert-butoxide in 20 ml of tetrahydrofuran cooled to −70° C. After stirring for 30 minutes, this mixture is added to a solution containing 3.2 g (18.6 mmol) of 4-methoxybenzoyl chloride in 20 ml of tetrahydrofuran at −70° C. One hour after the addition, the reaction medium is hydrolysed with a 1N aqueous solution of hydrochloric acid and co...